From a dataset of the Open Reaction Database (ORD), a public repository of structured organic reaction records. describe an organic reaction: reactants, conditions, products, and yield The product is CC1=C(C=CC2=CC(=CC=C12)OC)CC(=O)OC (methyl 1-methyl-6-methoxy-2-naphthylacetate). The solvent is C(C)OCC (diethyl ether). Reaction conditions: temperature 180 celsius, time 1 hour. Starting materials: C[Mg]Br (methyl magnesium bromide), COC=1C=C2CCC(C(C2=CC1)=O)=CC(=O)OC (6-methoxy-2-(methoxycarbonylmethylene)-1-tetralone). As a reaction SMILES: [CH3:1][Mg]Br.[CH3:4][O:5][C:6]1[CH:7]=[C:8]2[C:13](=[CH:14][CH:15]=1)[C:12](=O)[C:11](=[CH:17][C:18]([O:20][CH3:21])=[O:19])[CH2:10][CH2:9]2>C(OCC)C>[CH3:1][C:12]1[C:13]2[C:8](=[CH:7][C:6]([O:5][CH3:4])=[CH:15][CH:14]=2)[CH:9]=[CH:10][C:11]=1[CH2:17][C:18]([O:20][CH3:21])=[O:19]. Procedure: To a mixture of 12 g. of methyl magnesium bromide and 200 ml. of diethyl ether, 25 g. of 6-methoxy-2-(methoxycarbonylmethylene)-1-tetralone are added. The alkylating mixture is refluxed for one hour after it has been allowed to stand for one hour; the mixture is made acidic to litmus by the addition of 1N methanolic HC1, filtered, and evaporated. The residue, containing methyl 1-methyl-6-methoxy-3,4-dihydro-2-naphthylacetate, is added to 1 g. of 10% palladium-on-charcoal and the resulting mixtur... The reactants are NOCC=1NC=C(C(N1)=O)O (2-(aminooxy)methyl-5-hydroxy-4(1H)-pyrimidinone), O.C1(=CC=C(C=C1)S(=O)(=O)O)C (p-toluenesulfonic acid hydrate), NC=1SC=C(N1)C(C(=O)N[C@H]1[C@H]2SCC(=C(N2C1=O)C(=O)O)CSC1=CC(=NC=2N1N=C(N2)C(N)=O)C)=O ((6R,7R)-7-(2-amino-4-thiazoleglyoxylamido) -3-[[(2-carbamoyl-5-methyl-s-triazolo[1,5-a]pyrimidin-7-yl)thio]methyl]-8-oxo-5-thia-1-azabicyclo[4.2.0] oct-2-ene-2-carboxylic acid). The solvent is CC(=O)N(C)C (dimethylacetamide), CC(=O)N(C)C (dimethylacetamide). Reaction conditions: time 20 minute. Product: NC=1SC=C(N1)/C(/C(=O)N[C@H]1[C@H]2SCC(=C(N2C1=O)C(=O)O)CSC1=CC(=NC=2N1N=C(N2)C(N)=O)C)=N/OCC=2NC=C(C(N2)=O)O ((6R,7R)-7-[(Z)-2-(2-amino-4-thiazolyl)-2-[[(1,4-dihydro -5-hydroxy-4-oxo-2-pyrimidinyl) methoxy]imino]-acetamido]-3-[[(2-carbamoyl -5-methyl-s-triazolo[1,5-a]pyrimidin-7-yl)thio]methyl]-8-oxo-5-thia-1-azabicyclo[4.2.0]oct-2-ene-2-carboxylic acid). As a reaction SMILES: [NH2:1][C:2]1[S:3][CH:4]=[C:5]([C:7](=O)[C:8]([NH:10][C@@H:11]2[C:18](=[O:19])[N:17]3[C@@H:12]2[S:13][CH2:14][C:15]([CH2:23][S:24][C:25]2[N:30]4[N:31]=[C:32]([C:34](=[O:36])[NH2:35])[N:33]=[C:29]4[N:28]=[C:27]([CH3:37])[CH:26]=2)=[C:16]3[C:20]([OH:22])=[O:21])=[O:9])[N:6]=1.[NH2:39][O:40][CH2:41][C:42]1[NH:43][CH:44]=[C:45]([OH:49])[C:46](=[O:48])[N:47]=1.O.C1(C)C=CC(S(O)(=O)=O)=CC=1>CC(N(C)C)=O>[NH2:1][C:2]1[S:3][CH:4]=[C:5](/[C:7](=[N:39]/[O:40][CH2:41][C:42]2[NH:43][CH:44]=[C:45]([OH:49])[C:46](=[O:48])[N:47]=2)/[C:8]([NH:10][C@@H:11]2[C:18](=[O:19])[N:17]3[C@@H:12]2[S:13][CH2:14][C:15]([CH2:23][S:24][C:25]2[N:30]4[N:31]=[C:32]([C:34](=[O:36])[NH2:35])[N:33]=[C:29]4[N:28]=[C:27]([CH3:37])[CH:26]=2)=[C:16]3[C:20]([OH:22])=[O:21])=[O:9])[N:6]=1 |f:2.3|. Reported procedure: 0.230 g (0.4 mmol) of (6R,7R)-7-(2-amino-4-thiazoleglyoxylamido) -3-[[(2-carbamoyl-5-methyl-s-triazolo[1,5-a]pyrimidin-7-yl)thio]methyl]-8-oxo-5-thia-1-azabicyclo[4.2.0] oct-2-ene-2-carboxylic acid was dissolved in 3.5 ml of dimethylacetamide. Within 6 hours 0.11 g (0.7 mmol) of 2-(aminooxy)methyl-5-hydroxy-4(1H)-pyrimidinone and 0.133 g (0.7 mmol) of p-toluenesulfonic acid hydrate were added. After further stirring for 18 hours the dimethylacetamide was evaporated off at strongly reduced pressu... Starting materials: OC(C#CC=1N=C(SC1C=1C=C2C=CN=CC2=CC1)N(C[C@H](CC1=CC=C(C=C1)C(F)(F)F)NC(OC(C)(C)C)=O)C(=O)OC(C)(C)C)(C)C ((S)-tert-butyl 1-(N-(4-(3-hydroxy-3-methylbut-1-ynyl)-5-(isoquinolin-6-yl)thiazol-2-yl)-tert-butoxylcarbonylamino)-3-(4-(trifluoromethyl)phenyl)propan-2-ylcarbamate), C(=O)(C(F)(F)F)O (TFA). The solvent is C(Cl)Cl (DCM). Run at time 1.5 hour. Product: N[C@H](CNC=1SC(=C(N1)C#CC(C)(O)C)C=1C=C2C=CN=CC2=CC1)CC1=CC=C(C=C1)C(F)(F)F (4-(2-((S)-2-amino-3-(4-(trifluoromethyl)phenyl)propylamino)-5-(isoquinolin-6-yl)thiazol-4-yl)-2-methylbut-3-yn-2-ol). Yield: 39.2%. RXN SMILES: [OH:1][C:2]([CH3:50])([CH3:49])[C:3]#[C:4][C:5]1[N:6]=[C:7]([N:20](C(OC(C)(C)C)=O)[CH2:21][C@@H:22]([NH:34]C(=O)OC(C)(C)C)[CH2:23][C:24]2[CH:29]=[CH:28][C:27]([C:30]([F:33])([F:32])[F:31])=[CH:26][CH:25]=2)[S:8][C:9]=1[C:10]1[CH:11]=[C:12]2[C:17](=[CH:18][CH:19]=1)[CH:16]=[N:15][CH:14]=[CH:13]2.C(O)(C(F)(F)F)=O>C(Cl)Cl>[NH2:34][C@@H:22]([CH2:23][C:24]1[CH:25]=[CH:26][C:27]([C:30]([F:31])([F:33])[F:32])=[CH:28][CH:29]=1)[CH2:21][NH:20][C:7]1[S:8][C:9]([C:10]2[CH:11]=[C:12]3[C:17](=[CH:18][CH:19]=2)[CH:16]=[N:15][CH:14]=[CH:13]3)=[C:5]([C:4]#[C:3][C:2]([CH3:49])([OH:1])[CH3:50])[N:6]=1. Procedure details: (S)-tert-butyl 1-(N-(4-(3-hydroxy-3-methylbut-1-ynyl)-5-(isoquinolin-6-yl)thiazol-2-yl)-tert-butoxylcarbonylamino)-3-(4-(trifluoromethyl)phenyl)propan-2-ylcarbamate (0.010 g, 0.01 mmol) was taken up in 1 mL of DCM and TFA (0.2 mL) was added. After 1.5 hours, the solvent was removed under reduced pressure. The residue was loaded onto a Varian Mega Bond ELUT SCX column in MeOH, and eluted with 1M NH3 in MeOH to provide the free base. The solvent was removed under reduced pressure, and the residue ... Starting materials: C1=C(C=CC=2C3=CC=CC=C3CC12)CCC(C)=O (4-(2-fluorenyl)-butan-2-one), [N+](=O)(O)[O-] (nitric acid). Solvent: C(C)(=O)O (acetic acid). The product is [N+](=O)([O-])C1=CC=C2C=3C=CC(=CC3CC2=C1)CCC(C)=O (4-(7-nitro-2-fluorenyl)-butan-2-one). As a reaction SMILES: [CH:1]1[C:13]2[CH2:12][C:11]3[C:6](=[CH:7][CH:8]=[CH:9][CH:10]=3)[C:5]=2[CH:4]=[CH:3][C:2]=1[CH2:14][CH2:15][C:16](=[O:18])[CH3:17].[N+:19]([O-])([OH:21])=[O:20]>C(O)(=O)C>[N+:19]([C:9]1[CH:10]=[C:11]2[C:6]([C:5]3[CH:4]=[CH:3][C:2]([CH2:14][CH2:15][C:16](=[O:18])[CH3:17])=[CH:1][C:13]=3[CH2:12]2)=[CH:7][CH:8]=1)([O-:21])=[O:20]. Reported procedure: In 50 ml of acetic acid was suspended 5.90 grams of 4-(2-fluorenyl)-butan-2-one and 6.35 ml of concentrated nitric acid was dropped in during 45 minutes with stirring at room temperature. After stirring for 3 hours and 30 minutes, crystals separated out therefrom were collected by filtration, washed with small amount of acetic acid, and washed with water until the washing became neutral. The resulting crystals were dissolved in 250 ml of chloroform, dried over magnesium sulfate, and chloroform w... The reactants are O=C([O-])[O-], ClCc1ccccc1Cl, [K+], [K+], CN(C)C=O, O, COC(=O)C1=Cc2cc(O)ccc2S(=O)(=O)CC1. Yields the product COC(=O)C1=Cc2cc(OCc3ccccc3Cl)ccc2S(=O)(=O)CC1. Reaction SMILES: [C:28](=[O:29])([O-:30])[O-:31].[Cl:19][c:20]1[c:21]([CH2:22][Cl:23])[cH:24][cH:25][cH:26][cH:27]1.[K+:32].[K+:33].[O:34]=[CH:35][N:36]([CH3:37])[CH3:38].[OH2:39].[OH:1][c:2]1[cH:3][cH:4][c:5]2[c:6]([cH:18]1)[CH:7]=[C:8]([C:14](=[O:15])[O:16][CH3:17])[CH2:9][CH2:10][S:11]2(=[O:12])=[O:13]>>[O:1]([c:2]1[cH:3][cH:4][c:5]2[c:6]([cH:18]1)[CH:7]=[C:8]([C:14](=[O:15])[O:16][CH3:17])[CH2:9][CH2:10][S:11]2(=[O:12])=[O:13])[CH2:22][c:21]1[c:20]([Cl:19])[cH:27][cH:26][cH:25][cH:24]1. Starting materials: C(N)(=O)C=1C=C(C=CC1)C#CC1=NC(=NC=C1C(F)(F)F)NC1=C(C=C(C=C1)C1CCN(CC1)C(=O)OC(C)(C)C)OC (tert-butyl 4-(4-((4-((3-carbamoylphenyl)ethynyl)-5-(trifluoromethyl)pyrimidin-2-yl)amino)-3-methoxyphenyl)piperidine-1-carboxylate). Reagents/catalysts: [Pd] (palladium on activated carbon). Run in CN(C)C=O (DMF). Reaction conditions: time 20 hour. Product: C(N)(=O)C=1C=C(CCC2=NC(=NC=C2C(F)(F)F)NC2=C(C=C(C=C2)C2CCN(CC2)C(=O)OC(C)(C)C)OC)C=CC1 (tert-Butyl 4-(4-((4-(3-carbamoylphenethyl)-5-(trifluoromethyl)pyrimidin-2-yl)amino)-3-methoxyphenyl)piperidine-1-carboxylate). As a reaction SMILES: [C:1]([C:4]1[CH:5]=[C:6]([C:10]#[C:11][C:12]2[C:17]([C:18]([F:21])([F:20])[F:19])=[CH:16][N:15]=[C:14]([NH:22][C:23]3[CH:28]=[CH:27][C:26]([CH:29]4[CH2:34][CH2:33][N:32]([C:35]([O:37][C:38]([CH3:41])([CH3:40])[CH3:39])=[O:36])[CH2:31][CH2:30]4)=[CH:25][C:24]=3[O:42][CH3:43])[N:13]=2)[CH:7]=[CH:8][CH:9]=1)(=[O:3])[NH2:2]>[Pd].CN(C=O)C>[C:1]([C:4]1[CH:5]=[C:6]([CH:7]=[CH:8][CH:9]=1)[CH2:10][CH2:11][C:12]1[C:17]([C:18]([F:21])([F:19])[F:20])=[CH:16][N:15]=[C:14]([NH:22][C:23]2[CH:28]=[CH:27][C:26]([CH:29]3[CH2:30][CH2:31][N:32]([C:35]([O:37][C:38]([CH3:39])([CH3:40])[CH3:41])=[O:36])[CH2:33][CH2:34]3)=[CH:25][C:24]=2[O:42][CH3:43])[N:13]=1)(=[O:3])[NH2:2]. Procedure details: A mixture of tert-butyl 4-(4-((4-((3-carbamoylphenyl)ethynyl)-5-(trifluoromethyl)pyrimidin-2-yl)amino)-3-methoxyphenyl)piperidine-1-carboxylate (I35) (0.073 g, 0.12 mmol) and 10% palladium on activated carbon (0.042 g) in DMF (3 mL) was stirred under a hydrogen atmosphere for 20 hours. The resulting mixture was filtered and filtrate evaporated to dryness under reduced pressure. The residue was chromatographed on silica gel (20-100% acetaneipetroleum benzine 40-60° C.) to give the title compound ...